Dataset: the Open Reaction Database (ORD), a public repository of structured organic reaction records. Task: describe an organic reaction: reactants, conditions, products, and yield Starting materials: C(C)(=O)[O-].[Na+] (sodium acetate), CN1C(SCC1=O)=S (N-methylrhodanine), C(C)(=O)C1=C(C(=C(C=C1)COC1=CC=C(C=O)C=C1)CCC)O (4-[(4-acetyl-3-hydroxy-2-propylphenyl)methoxy]benzaldehyde). The solvent is C(C)(=O)O (acetic acid). Reaction conditions: temperature 100 celsius. The product is C(C)(=O)C1=C(C(=C(C=C1)COC1=CC=C(C=C1)C=C1C(N(C(S1)=S)C)=O)CCC)O (5-[[4-[(4-acetyl-3-hydroxy-2-propylphenyl)methoxy]phenyl]methylene]-3-methyl-2-thioxo-4-thiazolidinone). RXN SMILES: [C:1]([C:4]1[CH:9]=[CH:8][C:7]([CH2:10][O:11][C:12]2[CH:19]=[CH:18][C:15]([CH:16]=O)=[CH:14][CH:13]=2)=[C:6]([CH2:20][CH2:21][CH3:22])[C:5]=1[OH:23])(=[O:3])[CH3:2].C([O-])(=O)C.[Na+].[CH3:29][N:30]1[C:34](=[O:35])[CH2:33][S:32][C:31]1=[S:36]>C(O)(=O)C>[C:1]([C:4]1[CH:9]=[CH:8][C:7]([CH2:10][O:11][C:12]2[CH:19]=[CH:18][C:15]([CH:16]=[C:33]3[S:32][C:31](=[S:36])[N:30]([CH3:29])[C:34]3=[O:35])=[CH:14][CH:13]=2)=[C:6]([CH2:20][CH2:21][CH3:22])[C:5]=1[OH:23])(=[O:3])[CH3:2] |f:1.2|. Procedure: Under a nitrogen atmosphere in a three-neck round bottom flask 4-[(4-acetyl-3-hydroxy-2-propylphenyl)methoxy]benzaldehyde (90.0 mg, 0.29 mmol) was dissolved in acetic acid (1.5 ml) with stirring. To this solution was added sodium acetate (82.8 mg, 1.00 mmol) and N-methylrhodanine (42.5 mg, 0.29 mmol). The reaction mixture was then heated to 100° C. and maintained at this temperature for about two hours at which time the reaction mixture was raised to the reflux temperature and allowed to reflux ...